Dataset: the Open Reaction Database (ORD), a public repository of structured organic reaction records. Task: describe an organic reaction: reactants, conditions, products, and yield The reactants are NC1=NC=C(C=C1)Br (2-amino-5-bromopyridine), CC1(OB(OC1(C)C)C1=CC=C2C(=NN(C2=C1)COCC[Si](C)(C)C)NC(CCC)=O)C (N-[6-(4,4,5,5-tetramethyl[1,3,2]dioxaborolan-2-yl)-1-[[2-(trimethylsilyl)ethoxy]methyl]-1H-indazol-3-yl]butanamide), ClCCl (dichloromethane), C([O-])([O-])=O.[Na+].[Na+] (sodium carbonate). The reagents and catalysts are C1=CC=C(C=C1)P([C-]2C=CC=C2)C3=CC=CC=C3.C1=CC=C(C=C1)P([C-]2C=CC=C2)C3=CC=CC=C3.Cl[Pd]Cl.[Fe+2] (dichloro[1,1′-bis(diphenylphosphino)ferrocene]palladium). Run in C(C)(=O)OCC (ethyl acetate), O (water), O1CCOCC1 (dioxane), O (water). The product is NC1=CC=C(C=N1)C1=CC=C2C(=NN(C2=C1)COCC[Si](C)(C)C)NC(CCC)=O (N-[6-(6-amino-pyrid-3-yl)-1-[[2-(trimethylsilyl)ethoxy]methyl]-1H-indazol-3-yl]butanamide). The yield is 0.1%. Reaction SMILES: [NH2:1][C:2]1[CH:7]=[CH:6][C:5](Br)=[CH:4][N:3]=1.CC1(C)C(C)(C)OB([C:17]2[CH:25]=[C:24]3[C:20]([C:21]([NH:34][C:35](=[O:39])[CH2:36][CH2:37][CH3:38])=[N:22][N:23]3[CH2:26][O:27][CH2:28][CH2:29][Si:30]([CH3:33])([CH3:32])[CH3:31])=[CH:19][CH:18]=2)O1.ClCCl.C(=O)([O-])[O-].[Na+].[Na+]>O1CCOCC1.O.C(OCC)(=O)C.C1C=CC(P(C2C=CC=CC=2)[C-]2C=CC=C2)=CC=1.C1C=CC(P(C2C=CC=CC=2)[C-]2C=CC=C2)=CC=1.Cl[Pd]Cl.[Fe+2]>[NH2:1][C:2]1[N:3]=[CH:4][C:5]([C:17]2[CH:25]=[C:24]3[C:20]([C:21]([NH:34][C:35](=[O:39])[CH2:36][CH2:37][CH3:38])=[N:22][N:23]3[CH2:26][O:27][CH2:28][CH2:29][Si:30]([CH3:33])([CH3:31])[CH3:32])=[CH:19][CH:18]=2)=[CH:6][CH:7]=1 |f:3.4.5,9.10.11.12|. Procedure: 0.45 g of 2-amino-5-bromopyridine is added to 1.0 g of N-[6-(4,4,5,5-tetramethyl[1,3,2]dioxaborolan-2-yl)-1-[[2-(trimethylsilyl)ethoxy]methyl]-1H-indazol-3-yl]butanamide, prepared in Example 56, in 50 cm3 of dioxane, 142 mg of dichloro[1,1′-bis(diphenylphosphino)ferrocene]palladium, dichloromethane and 646 mg of sodium carbonate in 10 cm3 of water are added to the pale yellow solution, and the mixture is refluxed for 2 hours. The reaction medium is diluted with 50 cm3 of ethyl acetate and 50 cm3... Reaction SMILES: [Cl:1][C:2]1[CH:21]=[CH:20][CH:19]=[C:18]([F:22])[C:3]=1[CH2:4][C:5]1[C:6](=[O:17])[O:7][C:8]2[C:13]([C:14]=1[CH3:15])=[CH:12][CH:11]=[C:10]([OH:16])[CH:9]=2.[I-].[CH3:24][N:25]([C:34]1[CH:39]=[CH:38][CH:37]=[CH:36][CH:35]=1)[C:26](N1C=C[N+](C)=C1)=[O:27]>>[Cl:1][C:2]1[CH:21]=[CH:20][CH:19]=[C:18]([F:22])[C:3]=1[CH2:4][C:5]1[C:6](=[O:17])[O:7][C:8]2[C:13]([C:14]=1[CH3:15])=[CH:12][CH:11]=[C:10]([O:16][C:26](=[O:27])[N:25]([CH3:24])[C:34]1[CH:39]=[CH:38][CH:37]=[CH:36][CH:35]=1)[CH:9]=2 |f:1.2|. Yields the product ClC1=C(CC=2C(OC3=CC(=CC=C3C2C)OC(N(C2=CC=CC=C2)C)=O)=O)C(=CC=C1)F (Methyl-phenyl-carbamic acid 3-(2-chloro-6-fluoro-benzyl)-4-methyl-2-oxo-2H-chromen-7-yl ester). The reactants are ClC1=C(CC=2C(OC3=CC(=CC=C3C2C)O)=O)C(=CC=C1)F (3-(2-chloro-6-fluoro-benzyl)-7-hydroxy-4-methyl-2H-chromen-2-one), [I-].CN(C(=O)N1C=[N+](C=C1)C)C1=CC=CC=C1 (3-(methyl-phenyl-carbamoyl)-1-methyl-3H-imidazol-1-ium iodide). Reported procedure: The title compound was prepared from 3-(2-chloro-6-fluoro-benzyl)-7-hydroxy-4-methyl-2H-chromen-2-one and 3-(methyl-phenyl-carbamoyl)-1-methyl-3H-imidazol-1-ium iodide by applying procedure 3. HPLC-MS m/z=452 (M+1), Rt: 5.15 min.